This data is from the Open Reaction Database (ORD), a public repository of structured organic reaction records. The task is: describe an organic reaction: reactants, conditions, products, and yield Yield: 77.6%. Run at temperature 40 celsius, time 24 hour. Reaction SMILES: Cl[CH2:2][C:3]1[C:11]2[C:6](=[CH:7][N:8]=[C:9]([C:12]([O:14][CH3:15])=[O:13])[CH:10]=2)[N:5]([CH2:16][C:17]2[CH:22]=[CH:21][C:20]([F:23])=[CH:19][C:18]=2[F:24])[CH:4]=1.[CH3:25][O:26][CH2:27][CH2:28][O:29][CH2:30][CH2:31][OH:32].CCN(C(C)C)C(C)C>CN(C=O)C>[F:24][C:18]1[CH:19]=[C:20]([F:23])[CH:21]=[CH:22][C:17]=1[CH2:16][N:5]1[C:6]2=[CH:7][N:8]=[C:9]([C:12]([O:14][CH3:15])=[O:13])[CH:10]=[C:11]2[C:3]([CH2:2][O:32][CH2:31][CH2:30][O:29][CH2:28][CH2:27][O:26][CH3:25])=[CH:4]1.[CH3:25][O:26][CH2:27][CH2:28][O:29][CH2:30][CH2:31][OH:32] |f:4.5|. The solvent is CN(C)C=O (DMF). The product is FC1=C(CN2C=C(C=3C2=CN=C(C3)C(=O)OC)COCCOCCOC)C=CC(=C1)F.COCCOCCO (methyl 1-(2,4-difluorobenzyl)-3-{[2-(2-methoxyethoxy)ethoxy]methyl}-1H-pyrrolo[2,3-c]pyridine-5-carboxylate 2-(methoxyethoxy)-ethanol). Procedure: To a solution of methyl 3-(chloromethyl)-1-(2,4-difluorobenzyl)-1H-pyrrolo[2,3-c]pyridine-5-carboxylate (4 mL, 0.197M in CH2Cl2, 0.788 mmol)) [prepared as described in step 2 of example 40] in anhydrous DMF (10 mL) was added 2-(methoxyethoxy)-ethanol (0.47 g, 3.94 mmol, 0.43 mL, 5 eq.) followed by i-Pr2NEt (0.407 g, 3.14 mmol, 0.55 mL, 4 eq.). The mixture, under nitrogen, was placed in an oil bath and the bath was warmed to 40° C. After stirring for 24 hours (40° C.) the reaction was judged to b... Starting materials: COCCOCCO (2-(methoxyethoxy)-ethanol), ClCC1=CN(C2=CN=C(C=C21)C(=O)OC)CC2=C(C=C(C=C2)F)F (methyl 3-(chloromethyl)-1-(2,4-difluorobenzyl)-1H-pyrrolo[2,3-c]pyridine-5-carboxylate), CCN(C(C)C)C(C)C (i-Pr2NEt). Starting materials: NC1=CC=C(C=N1)OC=1C=CC(=C(C1)NC(=O)NC1=CC(=NN1C=1C=C2C=CC=NC2=CC1)C(C)C)F (1-(5-(6-aminopyridin-3-yloxy)-2-fluorophenyl)-3-(3-isopropyl-1-(quinolin-6-yl)-1H-pyrazol-5-yl)urea), N1=CC=CC=C1 (pyridine), C(C)(=O)OC(C)=O (acetic anhydride). Run in C(Cl)Cl (DCM). Reaction conditions: time 12 hour. Yields the product C(C)(=O)NC1=CC=C(C=N1)OC=1C=CC(=C(C1)NC(=O)NC1=CC(=NN1C=1C=C2C=CC=NC2=CC1)C(C)C)F (1-(5-(6-acetamidopyridin-3-yloxy)-2-fluorophenyl)-3-(3-isopropyl-1-(quinolin-6-yl)-1H-pyrazol-5-yl)urea). The yield is 43.8%. RXN SMILES: [NH2:1][C:2]1[N:7]=[CH:6][C:5]([O:8][C:9]2[CH:10]=[CH:11][C:12]([F:37])=[C:13]([NH:15][C:16]([NH:18][C:19]3[N:23]([C:24]4[CH:25]=[C:26]5[C:31](=[CH:32][CH:33]=4)[N:30]=[CH:29][CH:28]=[CH:27]5)[N:22]=[C:21]([CH:34]([CH3:36])[CH3:35])[CH:20]=3)=[O:17])[CH:14]=2)=[CH:4][CH:3]=1.N1C=CC=CC=1.[C:44](OC(=O)C)(=[O:46])[CH3:45]>C(Cl)Cl>[C:44]([NH:1][C:2]1[N:7]=[CH:6][C:5]([O:8][C:9]2[CH:10]=[CH:11][C:12]([F:37])=[C:13]([NH:15][C:16]([NH:18][C:19]3[N:23]([C:24]4[CH:25]=[C:26]5[C:31](=[CH:32][CH:33]=4)[N:30]=[CH:29][CH:28]=[CH:27]5)[N:22]=[C:21]([CH:34]([CH3:35])[CH3:36])[CH:20]=3)=[O:17])[CH:14]=2)=[CH:4][CH:3]=1)(=[O:46])[CH3:45]. Procedure: 1-(5-(6-aminopyridin-3-yloxy)-2-fluorophenyl)-3-(3-isopropyl-1-(quinolin-6-yl)-1H-pyrazol-5-yl)urea (0.0495 g, 0.099 mmol) was dissolved in DCM (1.0 mL), to which pyridine (0.49 mL, 6.0 mmol) and acetic anhydride (0.066 mL, 0.65 mmol) were added. The reaction mixture was stirred at RT for 12 h. The completed reaction was quenched with 2M NaHCO3 (12 mL) and extracted with EtOAc (25 mL). The organic layer was washed with H2O (15 mL) and brine (10 mL), dried (MgSO4), concentrated in vacuo and purif... Starting materials: C([O-])([O-])=O.[K+].[K+] (potassium carbonate), ClC1=NC=CC=C1[N+](=O)[O-] (2-Chloro-3-nitropyridine), NCC(=O)O (glycine). The solvent is CCO (EtOH), O (water). Conditions: temperature 0 celsius. Yields the product [N+](=O)([O-])C=1C(=NC=CC1)NCC(=O)O (2-(3-nitropyridin-2-ylamino)acetic Acid). As a reaction SMILES: Cl[C:2]1[C:7]([N+:8]([O-:10])=[O:9])=[CH:6][CH:5]=[CH:4][N:3]=1.C(=O)([O-])[O-].[K+].[K+].[NH2:17][CH2:18][C:19]([OH:21])=[O:20]>CCO.O>[N+:8]([C:7]1[C:2]([NH:17][CH2:18][C:19]([OH:21])=[O:20])=[N:3][CH:4]=[CH:5][CH:6]=1)([O-:10])=[O:9] |f:1.2.3|. Procedure: 2-Chloro-3-nitropyridine (5 g, 31.5 mmol) was dissolved in EtOH (125 ml), added potassium carbonate (4.35 g, 31.5 mmol) and to this mixture glycine (4.73 g, 6.3 mmol) in 25 ml water was added and refluxed for overnight. The reaction mixture cooled to 0° C. to obtain the solid. Then EtOH was removed on rotavapour and acidified with 2N HCl and solid filtered and dried on vacuum to obtain the title compound quantitatively as a yellow solid. The reactants are NC1=CC=CC=C1 (aniline), N-cyclohexyl-m-toluimido chloride, C1(CCCCC1)NC(=O)C=1C=C(C=CC1)C (N-cyclohexyl-m-toluamide). Solvent: petroleum ether, O1CCCC1 (tetrahydrofuran). Yields the product C1(=CC=CC=C1)N=C(N)C=1C=C(C=CC1)C (N'-phenyl-m-toluamidine). Isolated yield 82.9%. RXN SMILES: [CH:1]1([NH:7][C:8]([C:10]2[CH:11]=[C:12]([CH3:16])[CH:13]=[CH:14][CH:15]=2)=O)[CH2:6][CH2:5][CH2:4][CH2:3][CH2:2]1.[NH2:17]C1C=CC=CC=1>O1CCCC1>[C:1]1([N:7]=[C:8]([C:10]2[CH:11]=[C:12]([CH3:16])[CH:13]=[CH:14][CH:15]=2)[NH2:17])[CH:6]=[CH:5][CH:4]=[CH:3][CH:2]=1. Procedure: 65.1 g (0.3 mole) of N-cyclohexyl-m-toluamide were dissolved in 500 ml of dried tetrahydrofuran and a benzene solution of 45 g of COCl2 absorbed in 30 ml dried benzene, and 30 ml dried pyridine were added dropwise and under agitation and ice cooling to the above tetrahydrofuran solution. Upon completion of the dropwise addition, the reaction mixture was adjusted in its temperature to room temperature and brought into reaction for 2 hours. The sedimented pyridine hydrochloride were filtered off a... The reagents and catalysts are [Pd].C1(=CC=CC=C1)P(C1=CC=CC=C1)C1=CC=CC=C1.C1(=CC=CC=C1)P(C1=CC=CC=C1)C1=CC=CC=C1.C1(=CC=CC=C1)P(C1=CC=CC=C1)C1=CC=CC=C1.C1(=CC=CC=C1)P(C1=CC=CC=C1)C1=CC=CC=C1 (tetrakis(triphenylphosphine)-palladium). Procedure details: To a solution of trifluoro-methanesulfonic acid 3-(2-tert-butoxycarbonylamino-2-methyl-propyl)-1H-indol-7-yl ester (305 mg, 0.699 mmol) in tetrahydrofuran (4.5 mL) is added sodium carbonate (1 mL, 2M, 2 mmol), tetrakis(triphenylphosphine)-palladium (32 mg, 0.0280 mmol) and 4-trifluoromethylbenzeneboronic acid (0.1 99 g, 1.05 mmol). The mixture is refluxed for 22 hours, then cooled, diluted with brine and extracted three times with ethyl acetate. The combined organics are dried over anhydrous sod... Product: C(C)(C)(C)OC(NC(CC1=CNC2=C(C=CC=C12)C1=CC=C(C=C1)C(F)(F)F)(C)C)=O ({1,1-dimethyl-2-[7-(4-trifluoromethyl-phenyl)-1 H-indol-3-yl]-ethyl}-carbamic acid tert-butyl ester). The solvent is O1CCCC1 (tetrahydrofuran), [Cl-].[Na+].O (brine). Starting materials: C(C)(C)(C)OC(=O)NC(CC1=CNC2=C(C=CC=C12)OS(=O)(=O)C(F)(F)F)(C)C (trifluoro-methanesulfonic acid 3-(2-tert-butoxycarbonylamino-2-methyl-propyl)-1H-indol-7-yl ester), C([O-])([O-])=O.[Na+].[Na+] (sodium carbonate), FC(C1=CC=C(C=C1)B(O)O)(F)F (4-trifluoromethylbenzeneboronic acid). Yield: 93.3%. Reaction SMILES: [C:1]([O:5][C:6]([NH:8][C:9]([CH3:29])([CH3:28])[CH2:10][C:11]1[C:19]2[C:14](=[C:15](OS(C(F)(F)F)(=O)=O)[CH:16]=[CH:17][CH:18]=2)[NH:13][CH:12]=1)=[O:7])([CH3:4])([CH3:3])[CH3:2].C(=O)([O-])[O-].[Na+].[Na+].[F:36][C:37]([F:48])([F:47])[C:38]1[CH:43]=[CH:42][C:41](B(O)O)=[CH:40][CH:39]=1>O1CCCC1.[Cl-].[Na+].O.[Pd].C1(P(C2C=CC=CC=2)C2C=CC=CC=2)C=CC=CC=1.C1(P(C2C=CC=CC=2)C2C=CC=CC=2)C=CC=CC=1.C1(P(C2C=CC=CC=2)C2C=CC=CC=2)C=CC=CC=1.C1(P(C2C=CC=CC=2)C2C=CC=CC=2)C=CC=CC=1>[C:1]([O:5][C:6](=[O:7])[NH:8][C:9]([CH3:29])([CH3:28])[CH2:10][C:11]1[C:19]2[C:14](=[C:15]([C:41]3[CH:42]=[CH:43][C:38]([C:37]([F:48])([F:47])[F:36])=[CH:39][CH:40]=3)[CH:16]=[CH:17][CH:18]=2)[NH:13][CH:12]=1)([CH3:2])([CH3:3])[CH3:4] |f:1.2.3,6.7.8,9.10.11.12.13|.